This data is from the Open Reaction Database (ORD), a public repository of structured organic reaction records. The task is: describe an organic reaction: reactants, conditions, products, and yield Starting materials: C(C)(C)(C)OC(=O)N1[C@@H]2CN([C@H](C1)C2)C2=C(C=C1C(C(=CN(C1=N2)CC2=C(C=C(C=C2)OC)OC)C(=O)OCC)=O)F (ethyl 7-((1S,4S)-5-(tert-butoxycarbonyl)-2,5-diazabicyclo(2.2.1)hept-2-yl)-1-(2,4-dimethoxybenzyl)-6-fluoro-4-oxo-1,4-dihydro-1,8-naphthyridine-3-carboxylate), [Cl-].[NH4+] (ammonium chloride). The solvent is C(C)O (ethanol). Yields the product C(C)(C)(C)OC(=O)N1[C@@H]2CN([C@H](C1)C2)C2=C(C=C1C(C(=CN(C1=N2)CC2=C(C=C(C=C2)OC)OC)C(=O)O)=O)F (7-((1S,4S)-5-(tert-butoxycarbonyl)-2,5-diazabicyclo(2.2.1)hept-2-yl)-1-(2,4-dimethoxybenzyl)-6-fluoro-4-oxo-1,4-dihydro-1,8-naphthyridine-3-carboxylic acid). RXN SMILES: [C:1]([O:5][C:6]([N:8]1[CH2:13][C@@H:12]2[CH2:14][C@H:9]1[CH2:10][N:11]2[C:15]1[N:24]=[C:23]2[C:18]([C:19](=[O:41])[C:20]([C:36]([O:38]CC)=[O:37])=[CH:21][N:22]2[CH2:25][C:26]2[CH:31]=[CH:30][C:29]([O:32][CH3:33])=[CH:28][C:27]=2[O:34][CH3:35])=[CH:17][C:16]=1[F:42])=[O:7])([CH3:4])([CH3:3])[CH3:2].[Cl-].[NH4+]>C(O)C>[C:1]([O:5][C:6]([N:8]1[CH2:13][C@@H:12]2[CH2:14][C@H:9]1[CH2:10][N:11]2[C:15]1[N:24]=[C:23]2[C:18]([C:19](=[O:41])[C:20]([C:36]([OH:38])=[O:37])=[CH:21][N:22]2[CH2:25][C:26]2[CH:31]=[CH:30][C:29]([O:32][CH3:33])=[CH:28][C:27]=2[O:34][CH3:35])=[CH:17][C:16]=1[F:42])=[O:7])([CH3:4])([CH3:2])[CH3:3] |f:1.2|. Procedure details: A solution of EXAMPLE 84A in 1:1 ethanol/1M NaOH (20 mL) was heated at 80° C. for 18 hours then cooled, poured into saturated ammonium chloride (100 mL), and filtered. The reactants are C(C)(=O)O.C(C)(=O)OC1=CC=C2NC=C(C[C@H](N)C(=O)O)C2=C1 (5-acetyloxy-L-tryptophane acetate), [OH-].[NH4+] (ammonium hydroxide). The product is C(C)(=O)OC1=CC=C2NC=C(C[C@H](N)C(=O)O)C2=C1 (5-acetyloxy-L-tryptophane). Reaction SMILES: C(O)(=O)C.[C:5]([O:8][C:9]1[CH:23]=[C:22]2[C:12]([NH:13][CH:14]=[C:15]2[CH2:16][C@@H:17]([C:19]([OH:21])=[O:20])[NH2:18])=[CH:11][CH:10]=1)(=[O:7])[CH3:6].[OH-].[NH4+]>>[C:5]([O:8][C:9]1[CH:23]=[C:22]2[C:12]([NH:13][CH:14]=[C:15]2[CH2:16][C@@H:17]([C:19]([OH:21])=[O:20])[NH2:18])=[CH:11][CH:10]=1)(=[O:7])[CH3:6] |f:0.1,2.3|. Reported procedure: neutralizing the 5-acetyloxy-L-tryptophane acetate with ammonium hydroxide to obtain 5-acetyloxy-L-tryptophane. Starting materials: C([O-])([O-])=O.[Na+].[Na+] (sodium carbonate), C1(O)=CC(O)=CC=C1 (resorcinol), C(C)OC(C=C)OCC (acrolein diethylacetal). The reagents and catalysts are S(O)(O)(=O)=O (sulfuric acid). Solvent: C(C)O (ethanol), C(C)O (ethanol). Reaction conditions: time 2 hour. Yields the product C(C)OC1OC2=C(CC1)C=CC(=C2)O (2,3-Dihydro-2-ethoxy-7-hydroxy-4H-1-benzopyran). Yield: 61.8%. Reaction SMILES: [CH2:1]([O:3][CH:4]([O:7][CH2:8][CH3:9])[CH:5]=[CH2:6])[CH3:2].[C:10]1([CH:17]=CC=[C:13](O)[CH:12]=1)[OH:11].C(=O)([O-])[O-].[Na+].[Na+]>C(O)C.S(=O)(=O)(O)O>[CH2:1]([O:3][CH:4]1[CH2:5][CH2:6][C:9]2[CH:13]=[CH:12][C:10]([OH:11])=[CH:17][C:8]=2[O:7]1)[CH3:2] |f:2.3.4|. Procedure: A solution of 1.6 g of acrolein diethylacetal in 4 ml of ethanol was added dropwise under cooling to a solution composed of 1.1 g of resorcinol, 0.05 g of conc. sulfuric acid and 6 ml of ethanol. While maintaining the temperature at less than 10° C., the mixture was stirred for 2 hours. The reaction mixture was neutralized with an aqueous solution of sodium carbonate and extracted with ethyl acetate. The solvent was evaporated, and the residue was purified by column chromatography to give 1.2 g ... Starting materials: C(C)(=O)N1C2=NC(=NC(=C2N=C1)Cl)N (9-Acetyl-2-amino-6-chloropurine), Br[Si](C)(C)C (bromotrimethylsilane), N(=O)OCCC(C)C (isoamyl nitrite). The solvent is O1CCCC1 (tetrahydrofuran). Run at temperature 22.5 celsius, time 19 hour. Product: BrC1=NC(=C2NC=NC2=N1)Cl (2-bromo-6-chloropurine). Reaction SMILES: C([N:4]1[CH:12]=[N:11][C:10]2[C:5]1=[N:6][C:7](N)=[N:8][C:9]=2[Cl:13])(=O)C.[Br:15][Si](C)(C)C.N(OCCC(C)C)=O>O1CCCC1>[Br:15][C:7]1[N:6]=[C:5]2[C:10]([NH:11][CH:12]=[N:4]2)=[C:9]([Cl:13])[N:8]=1. Reported procedure: 9-Acetyl-2-amino-6-chloropurine (1.00 g, 4.72 mmol), bromotrimethylsilane (2.17 g, 14.2 mmol) and isoamyl nitrite (0.83 g, 5.67 mmol) were added to tetrahydrofuran (5 ml), and the mixture was stirred at 20-25° C. for 19 hr to give 2-bromo-6-chloropurine. Reactants: NCC(=O)N[C@H](C(C)(C)C)C(=O)O (glycyl-3-methyl-D-valine), [BH4-].[Na+] (NaBH4), O1COC2=C1C=CC(=C2)C(CS[C@@H]2[C@H](N(C2=O)C2=CC=C(C=C2)C)C2=CC=C(OCC(=O)O)C=C2)=O ({4-[(2R,3R)-3-{[2-(1,3-benzodioxol-5-yl)-2-oxoethyl]thio}-1-(4-methylphenyl)-4-oxoazetidin-2-yl]phenoxy}acetic acid), CN1CCOCC1 (NMM), CN(C)C(=[N+](C)C)ON1C2=C(C=CC=C2)N=N1.[B-](F)(F)(F)F (TBTU). Run in CN(C)C=O (DMF). Reaction conditions: time 15 hour. Product: O1COC2=C1C=CC(=C2)C(CS[C@@H]2[C@H](N(C2=O)C2=CC=C(C=C2)C)C2=CC=C(OCC(=O)NCC(=O)N[C@H](C(C)(C)C)C(=O)O)C=C2)O (N-({4-[(2R,3R)-3-{[2-(1,3-Benzodioxol-5-yl)-2-hydroxyethyl]thio}-1-(4-methylphenyl)-4-oxoazetidin-2-yl]phenoxy}acetyl)glycyl-3-methyl-D-valine). Reaction SMILES: [O:1]1[C:5]2[CH:6]=[CH:7][C:8]([C:10](=[O:36])[CH2:11][S:12][C@H:13]3[C:16](=[O:17])[N:15]([C:18]4[CH:23]=[CH:22][C:21]([CH3:24])=[CH:20][CH:19]=4)[C@@H:14]3[C:25]3[CH:35]=[CH:34][C:28]([O:29][CH2:30][C:31](O)=[O:32])=[CH:27][CH:26]=3)=[CH:9][C:4]=2[O:3][CH2:2]1.CN1CCOCC1.CN(C(ON1N=NC2C=CC=CC1=2)=[N+](C)C)C.[B-](F)(F)(F)F.[NH2:66][CH2:67][C:68]([NH:70][C@@H:71]([C:76]([OH:78])=[O:77])[C:72]([CH3:75])([CH3:74])[CH3:73])=[O:69].[BH4-].[Na+]>CN(C=O)C>[O:1]1[C:5]2[CH:6]=[CH:7][C:8]([CH:10]([OH:36])[CH2:11][S:12][C@H:13]3[C:16](=[O:17])[N:15]([C:18]4[CH:19]=[CH:20][C:21]([CH3:24])=[CH:22][CH:23]=4)[C@@H:14]3[C:25]3[CH:26]=[CH:27][C:28]([O:29][CH2:30][C:31]([NH:66][CH2:67][C:68]([NH:70][C@@H:71]([C:76]([OH:78])=[O:77])[C:72]([CH3:73])([CH3:74])[CH3:75])=[O:69])=[O:32])=[CH:34][CH:35]=3)=[CH:9][C:4]=2[O:3][CH2:2]1 |f:2.3,5.6|. Reported procedure: To a solution of {4-[(2R,3R)-3-{[2-(1,3-benzodioxol-5-yl)-2-oxoethyl]thio}-1-(4-methylphenyl)-4-oxoazetidin-2-yl]phenoxy}acetic acid (0.020 g, 0.040 mmol) and NMM (0.013 ml, 0.116 mmol) in DMF (3 ml) at RT was added TBTU (0.016 g, 0.050 mmol). The reaction mixture was stirred for 30 min after which glycyl-3-methyl-D-valine (0.009 g, 0.048 mmol) was added. The mixture was stirred for 15 h before the reaction was quenched by the addition of water (1 ml). The mixture was diluted with MeOH (2 ml) an... The reactants are O1CCN(CC1)CC(C)=O (1-morpholinopropan-2-one), [Na] (Sodium), C(C(=O)OCC)(=O)OCC (diethyl oxalate), Cl.NN (hydrazine hydrochloride). The product is O1CCN(CC1)CC1=NNC(=C1)C(=O)OCC (Ethyl 3-(morpholinomethyl)-1H-pyrazole-5-carboxylate). Isolated yield 18.0%. Reaction SMILES: [O:1]1[CH2:6][CH2:5][N:4]([CH2:7][C:8](=O)[CH3:9])[CH2:3][CH2:2]1.[Na].[C:12](OCC)(=O)[C:13]([O:15][CH2:16][CH3:17])=[O:14].Cl.[NH2:23][NH2:24]>>[O:1]1[CH2:6][CH2:5][N:4]([CH2:7][C:8]2[CH:9]=[C:12]([C:13]([O:15][CH2:16][CH3:17])=[O:14])[NH:24][N:23]=2)[CH2:3][CH2:2]1 |f:3.4,^1:10|. Procedure details: The title compound was prepared from 1-morpholinopropan-2-one (4.192 g, 29.3 mmol), Sodium (0.43 g, 29.3 mmol), diethyl oxalate (4.28 g, 29.3 mmol) and hydrazine hydrochloride (2 g, 29.3 mmol) using the method of Example 225(a). Yield 18%. 1H NMR (400 MHz; CDCl3): δ 1.39 (t, 3H), 2.48 (m, 4H), 3.60 (d, 2H), 3.71 (m, 4H), 4.38 (q, 2H), 6.74 (s, 1H).